This data is from the Open Reaction Database (ORD), a public repository of structured organic reaction records. The task is: describe an organic reaction: reactants, conditions, products, and yield The reactants are C(C(=O)O)(=O)O (oxalic acid), BrCCCC1=CC=CC=C1 (3-bromo-1-phenylpropane), C(C)N(CCN)CC (N,N-diethylethylenediamine), C([O-])([O-])=O.[Na+].[Na+] (sodium carbonate). Solvent: CO (methanol), C(C)#N (acetonitrile), CO (methanol). Product: O.C(C(=O)O)(=O)O.C(C)N(CCNCCCC1=CC=CC=C1)CC (N,N-Diethyl-N'-(3-phenylpropyl)-1,2-ethanediamine oxalate hydrate). The yield is 71.6%. RXN SMILES: Br[CH2:2][CH2:3][CH2:4][C:5]1[CH:10]=[CH:9][CH:8]=[CH:7][CH:6]=1.[CH2:11]([N:13]([CH2:17][CH3:18])[CH2:14][CH2:15][NH2:16])[CH3:12].C(=O)([O-])[O-:20].[Na+].[Na+].[C:25]([OH:30])(=[O:29])[C:26]([OH:28])=[O:27]>C(#N)C.CO>[OH2:20].[C:25]([OH:30])(=[O:29])[C:26]([OH:28])=[O:27].[CH2:11]([N:13]([CH2:17][CH3:18])[CH2:14][CH2:15][NH:16][CH2:2][CH2:3][CH2:4][C:5]1[CH:10]=[CH:9][CH:8]=[CH:7][CH:6]=1)[CH3:12] |f:2.3.4,8.9.10|. Reported procedure: A mixture of 71.5 g (0.359 mole) of 3-bromo-1-phenylpropane, 82.0 g (0.707 mole) of N,N-diethylethylenediamine and excess sodium carbonate in 1 liter of acetonitrile was refluxed for 16 hr. The solvent was removed in vacuo, and the residue was partitioned between methylene chloride and diluted sodium hydroxide solution. The methylene chloride solution was dried over sodium sulfate, and the solvent was removed in vacuo to give an oil. This was dissolved in 1.5 liters of methanol, and a solution o... Starting materials: three, C(C)(=O)Cl (acetyl chloride), FC(C1OC2=CC=CC=C2C=C1C(=O)OCC)(F)F (ethyl 2-trifluoromethyl-2H-chromene-3-carboxylate), [Al+3].[Cl-].[Cl-].[Cl-] (AlCl3). The solvent is ClCCl (dichloromethane). Run at temperature 0 celsius. Product: C(C)(=O)C=1C=C2C=C(C(OC2=CC1)C(F)(F)F)C(=O)OCC (ethyl 6-acetyl-2-(trifluoromethyl)-2H-chromene-3-carboxylate). Reaction SMILES: [F:1][C:2]([F:19])([F:18])[CH:3]1[C:12]([C:13]([O:15][CH2:16][CH3:17])=[O:14])=[CH:11][C:10]2[C:5](=[CH:6][CH:7]=[CH:8][CH:9]=2)[O:4]1.[Al+3].[Cl-].[Cl-].[Cl-].[C:24](Cl)(=[O:26])[CH3:25]>ClCCl>[C:24]([C:8]1[CH:9]=[C:10]2[C:5](=[CH:6][CH:7]=1)[O:4][CH:3]([C:2]([F:1])([F:18])[F:19])[C:12]([C:13]([O:15][CH2:16][CH3:17])=[O:14])=[CH:11]2)(=[O:26])[CH3:25] |f:1.2.3.4|. Procedure: A 500 mL three neck round bottom flask was fitted with stir bar, thermocouple and heating mantle, condenser, and nitrogen inlet and charged with dichloromethane (150 mL), ethyl 2-trifluoromethyl-2H-chromene-3-carboxylate (14.94 g, 54.882 mmole), and AlCl3 (18.29 g, 137.21 mmole). With stirring, the reaction was chilled to 0° C. followed by addition of acetyl chloride (5.85 mL, 6.46 g, 82.32 mmole). The reaction was stirred at RT for three days and then at reflux for six days. The reaction was po...